This data is from the Open Reaction Database (ORD), a public repository of structured organic reaction records. The task is: describe an organic reaction: reactants, conditions, products, and yield Reactants: COC(OC)OC, COC(=O)CC(=O)CCl. The product is COC(=O)C=C(CCl)OC. As a reaction SMILES: [CH3:10][O:11][CH:12]([O:13][CH3:14])[O:15][CH3:16].[CH3:1][O:2][C:3]([CH2:4][C:5](=[O:6])[CH2:7][Cl:8])=[O:9]>>[CH3:1][O:2][C:3]([CH:4]=[C:5]([O:6][CH3:10])[CH2:7][Cl:8])=[O:9].